Dataset: the Open Reaction Database (ORD), a public repository of structured organic reaction records. Task: describe an organic reaction: reactants, conditions, products, and yield The reactants are OOS(=O)[O-].[K+] (Oxone), C1(CC1)CN1C[C@@H](SC[C@H](C1=O)NC(OC(C)(C)C)=O)C1=CC=CC=C1 (tert-butyl (2S,6S)-4-(cyclopropylmethyl)-5-oxo-2-phenyl-1,4-thiazepan-6-ylcarbamate). The solvent is CO (methanol), O (water), O (water). Conditions: time 18 hour. The product is C1(CC1)CN1C[C@@H](S(C[C@H](C1=O)NC(OC(C)(C)C)=O)(=O)=O)C1=CC=CC=C1 (tert-Butyl (2S,6S)-4-(cyclopropylmethyl)-1,1-dioxido-5-oxo-2-phenyl-1,4-thiazepan-6-ylcarbamate). Yield: 96.4%. Reaction SMILES: O[O:2][S:3]([O-:5])=O.[K+].[CH:7]1([CH2:10][N:11]2[C:17](=[O:18])[C@H:16]([NH:19][C:20](=[O:26])[O:21][C:22]([CH3:25])([CH3:24])[CH3:23])[CH2:15]S[C@@H:13]([C:27]3[CH:32]=[CH:31][CH:30]=[CH:29][CH:28]=3)[CH2:12]2)[CH2:9][CH2:8]1>CO.O>[CH:7]1([CH2:10][N:11]2[C:17](=[O:18])[C@H:16]([NH:19][C:20](=[O:26])[O:21][C:22]([CH3:24])([CH3:25])[CH3:23])[CH2:15][S:3](=[O:5])(=[O:2])[C@@H:13]([C:27]3[CH:32]=[CH:31][CH:30]=[CH:29][CH:28]=3)[CH2:12]2)[CH2:8][CH2:9]1 |f:0.1|. Procedure: Oxone (488 mg, 0.80 mmol) was added to a solution of tert-butyl (2S,6S)-4-(cyclopropylmethyl)-5-oxo-2-phenyl-1,4-thiazepan-6-ylcarbamate (60 mg, 0.16 mmol) in methanol (7.5 mL) and water (7.5 mL). After 18 h, water was added. The mixture was extracted with ethyl acetate, and the organic layer was washed with saturated brine, dried over magnesium sulfate, filtered and concentrated to give the title compound (63 mg). The reactants are C(C)(=O)NC1=CC(=C(C=C1)S(=O)(=O)NC1=CC=C(C=C1)Cl)[N+](=O)[O-] (4-acetylamino-2-nitro-N-(4-chlorophenyl)benzenesulfonamide). Reagents/catalysts: [Pd] (palladium on carbon). Solvent: C(C)(=O)OCC (ethyl acetate). Reaction conditions: time 7 hour. Product: C(C)(=O)NC1=CC(=C(C=C1)S(=O)(=O)NC1=CC=C(C=C1)Cl)N (4-acetylamino-2-amino-N-(4-chlorophenyl)benzenesulfonamide). Isolated yield 106.8%. As a reaction SMILES: [C:1]([NH:4][C:5]1[CH:10]=[CH:9][C:8]([S:11]([NH:14][C:15]2[CH:20]=[CH:19][C:18]([Cl:21])=[CH:17][CH:16]=2)(=[O:13])=[O:12])=[C:7]([N+:22]([O-])=O)[CH:6]=1)(=[O:3])[CH3:2]>C(OCC)(=O)C.[Pd]>[C:1]([NH:4][C:5]1[CH:10]=[CH:9][C:8]([S:11]([NH:14][C:15]2[CH:20]=[CH:19][C:18]([Cl:21])=[CH:17][CH:16]=2)(=[O:12])=[O:13])=[C:7]([NH2:22])[CH:6]=1)(=[O:3])[CH3:2]. Procedure: To a solution of 4-acetylamino-2-nitro-N-(4-chlorophenyl)benzenesulfonamide (4.85 g) in ethyl acetate (485 ml) was added 10% palladium on carbon, and the mixture was hydrogenated at room temperature under atmospheric pressure for seven hours. The catalyst was removed by filtration and the solvent was evaporated under reduced pressure. The residue was triturated with diisopropyl ether and collected by filtration to give 4-acetylamino-2-amino-N-(4-chlorophenyl)benzenesulfonamide as colorless powde...